The task is: describe an organic reaction: reactants, conditions, products, and yield. This data is from the Open Reaction Database (ORD), a public repository of structured organic reaction records. Starting materials: C(C1=CC=CC=C1)(C1=CC=CC=C1)(C1=CC=CC=C1)N=[N+]=[N-] (trityl azide), C(C#C)(=O)OC (methyl propiolate). Solvent: CCOCC (ether), CC(=O)C (acetone). The product is COC(=O)C=1N=NN(C1)C(C1=CC=CC=C1)(C1=CC=CC=C1)C1=CC=CC=C1 (1-trityl-1,2,3-triazol-4-ylcarboxylic acid methyl ester). The yield is 62.0%. Reaction SMILES: [C:1]([N:20]=[N+:21]=[N-:22])([C:14]1[CH:19]=[CH:18][CH:17]=[CH:16][CH:15]=1)([C:8]1[CH:13]=[CH:12][CH:11]=[CH:10][CH:9]=1)[C:2]1[CH:7]=[CH:6][CH:5]=[CH:4][CH:3]=1.[C:23]([O:27][CH3:28])(=[O:26])[C:24]#[CH:25]>CC(C)=O.CCOCC>[CH3:28][O:27][C:23]([C:24]1[N:22]=[N:21][N:20]([C:1]([C:8]2[CH:13]=[CH:12][CH:11]=[CH:10][CH:9]=2)([C:14]2[CH:15]=[CH:16][CH:17]=[CH:18][CH:19]=2)[C:2]2[CH:3]=[CH:4][CH:5]=[CH:6][CH:7]=2)[CH:25]=1)=[O:26]. Reported procedure: To a suspension of sodium azide (19.0 g : 0.283 Mol.) in dimethyl- formamide (130 ml) is added trityl chloride (76.0 g : 0.273 Mol.), and the mixture is stirred at room temperature for 5 hours. The reaction mixture is diluted with water and extracted with ether. The extract is washed with brine, dried over sodium sulfate, and concentrated to give trityl azide. To a solution of this azide in acetone (300 ml) is added methyl propiolate (24 ml : 0.27 Mol.), and the mixture is heated under reflux fo... The reactants are O=C(Cl)C(=O)Cl, Nc1ccc2nc(Cl)sc2c1, ClCCl, O=C(O)c1ccc(-c2ccc(F)cc2)cc1, CN(C)C=O, c1ccncc1. The product is O=C(Nc1ccc2nc(Cl)sc2c1)c1ccc(-c2ccc(F)cc2)cc1. RXN SMILES: [Cl:1][C:2]([C:3]([Cl:4])=[O:5])=[O:6].[Cl:28][c:29]1[s:30][c:31]2[c:32]([n:33]1)[cH:34][cH:35][c:36]([NH2:38])[cH:37]2.[Cl:39][CH2:40][Cl:41].[F:12][c:13]1[cH:14][cH:15][c:16](-[c:19]2[cH:20][cH:21][c:22]([C:25](=[O:26])[OH:27])[cH:23][cH:24]2)[cH:17][cH:18]1.[O:7]=[CH:8][N:9]([CH3:10])[CH3:11].[cH:42]1[cH:43][cH:44][n:45][cH:46][cH:47]1>>[F:12][c:13]1[cH:14][cH:15][c:16](-[c:19]2[cH:20][cH:21][c:22]([C:25](=[O:27])[NH:38][c:36]3[cH:35][cH:34][c:32]4[c:31]([s:30][c:29]([Cl:28])[n:33]4)[cH:37]3)[cH:23][cH:24]2)[cH:17][cH:18]1. The reactants are COC1=NC=CC(=C1)N (2-Methoxypyridin-4-amine), CCN(C(C)C)C(C)C (DIEA), FC1=C(C(=O)Cl)C(=CC(=C1)C(F)(F)F)C(F)(F)F (2-fluoro-4,6-bis(trifluoromethyl)benzoyl chloride). Solvent: CN(C)C=O (DMF), CN(C)C=O (DMF), C(C)(=O)OCC (ethyl acetate). Reaction conditions: time 2 hour. Yields the product FC1=C(C(=O)NC2=CC(=NC=C2)OC)C(=CC(=C1)C(F)(F)F)C(F)(F)F (2-fluoro-N-(2-methoxypyridin-4-yl)-4,6-bis(trifluoromethyl)benzamide). Isolated yield 61.7%. Reaction SMILES: [CH3:1][O:2][C:3]1[CH:8]=[C:7]([NH2:9])[CH:6]=[CH:5][N:4]=1.CCN(C(C)C)C(C)C.[F:19][C:20]1[CH:28]=[C:27]([C:29]([F:32])([F:31])[F:30])[CH:26]=[C:25]([C:33]([F:36])([F:35])[F:34])[C:21]=1[C:22](Cl)=[O:23]>CN(C=O)C.C(OCC)(=O)C>[F:19][C:20]1[CH:28]=[C:27]([C:29]([F:31])([F:32])[F:30])[CH:26]=[C:25]([C:33]([F:34])([F:35])[F:36])[C:21]=1[C:22]([NH:9][C:7]1[CH:6]=[CH:5][N:4]=[C:3]([O:2][CH3:1])[CH:8]=1)=[O:23]. Reported procedure: 2-Methoxypyridin-4-amine (632.1 mg, 5.09 mmol) and DIEA (1.8 mL, 10.18 mmol) were dissolved in DMF (15 mL) and treated dropwise with a solution of 2-fluoro-4,6-bis(trifluoromethyl)benzoyl chloride (1500 mg, 5.09 mmol) in DMF (2 mL). After 2 hours, the reaction was diluted with ethyl acetate, washed with 50% saturated sodium bicarbonate solution (2×20 mL), water, and brine. The solution was dried over anhydrous Na2SO4, filtered, and dried down to a purple residue. Silica gel chromatography using ...